From a dataset of the Open Reaction Database (ORD), a public repository of structured organic reaction records. describe an organic reaction: reactants, conditions, products, and yield Starting materials: BrCCCCCCCCCCCCOC1=CC=C(C(=O)OC2=CC=C(C=C2)C(=O)OC2=CC(=CC=C2)O)C=C1 (4-((3-Hydroxyphenoxy)carbonyl)phenyl 4-(12-bromododecyloxy)benzoate), 1030.03, 1028.00, 1029.40, C(CCCCCCCCCCC)OC1=CC=C(C(=O)OC2=CC=C(C(=O)O)C=C2)C=C1 (4-(4-(Dodecyloxy)benzoyloxy)benzoic acid), C1CCC(CC1)N=C=NC2CCCCC2 (DCC), 1027.40. Reagents/catalysts: CN(C)C=1C=CN=CC1 (DMAP). Run in CC(OCC)=O (EA). The product is C(CCCCCCCCCCC)OC1=CC=C(C(=O)OC2=CC=C(C=C2)C(=O)OC2=CC(=CC=C2)OC(C2=CC=C(C=C2)OC(C2=CC=C(C=C2)OCCCCCCCCCCCCBr)=O)=O)C=C1 (4-((3-(4-(4-(12-Bromododecyloxy)benzoyloxy)benzoyloxy)phenoxy)carbonyl)phenyl 4-(dodecyl-oxy)benzoate). RXN SMILES: [Br:1][CH2:2][CH2:3][CH2:4][CH2:5][CH2:6][CH2:7][CH2:8][CH2:9][CH2:10][CH2:11][CH2:12][CH2:13][O:14][C:15]1[CH:39]=[CH:38][C:18]([C:19]([O:21][C:22]2[CH:27]=[CH:26][C:25]([C:28]([O:30][C:31]3[CH:36]=[CH:35][CH:34]=[C:33]([OH:37])[CH:32]=3)=[O:29])=[CH:24][CH:23]=2)=[O:20])=[CH:17][CH:16]=1.[CH2:40]([O:52][C:53]1[CH:70]=[CH:69][C:56]([C:57]([O:59][C:60]2[CH:68]=[CH:67][C:63]([C:64](O)=[O:65])=[CH:62][CH:61]=2)=[O:58])=[CH:55][CH:54]=1)[CH2:41][CH2:42][CH2:43][CH2:44][CH2:45][CH2:46][CH2:47][CH2:48][CH2:49][CH2:50][CH3:51].C1CCC(N=C=NC2CCCCC2)CC1>CN(C1C=CN=CC=1)C.CC(=O)OCC>[CH2:40]([O:52][C:53]1[CH:54]=[CH:55][C:56]([C:57]([O:59][C:60]2[CH:68]=[CH:67][C:63]([C:64]([O:37][C:33]3[CH:34]=[CH:35][CH:36]=[C:31]([O:30][C:28](=[O:29])[C:25]4[CH:24]=[CH:23][C:22]([O:21][C:19](=[O:20])[C:18]5[CH:38]=[CH:39][C:15]([O:14][CH2:13][CH2:12][CH2:11][CH2:10][CH2:9][CH2:8][CH2:7][CH2:6][CH2:5][CH2:4][CH2:3][CH2:2][Br:1])=[CH:16][CH:17]=5)=[CH:27][CH:26]=4)[CH:32]=3)=[O:65])=[CH:62][CH:61]=2)=[O:58])=[CH:69][CH:70]=1)[CH2:41][CH2:42][CH2:43][CH2:44][CH2:45][CH2:46][CH2:47][CH2:48][CH2:49][CH2:50][CH3:51]. Procedure details: Synthesized as described for the preparation of compound BC1. Quantities: 25 (0.15 g, 0.25 mmol), 17 (0.11 g, 0.25 mmol), DMAP (0.03 g, 0.25 mmol), DCC (0.10 g, 0.5 mmol). Yield 0.18 g (72%). EA: Found: C, 69.39; H, 7.13. C58H69BrO10 requires C, 69.24; H, 6.91%. 1H NMR: δH (CDCl3; 300 MHz): 0.91 (3 H, t, 3J=6.8 Hz, CH3), 1.19-1.56 (34 H, m, CH2), 1.85 (6 H, m, O—CH2—CH2/Br—CH2—CH2), 3.43 (2 H, t, 3J=6.8 Hz, CH2Br), 4.08 (4 H, t, 3J=6.5 Hz, OCH2), 7.01 (2 H, d, 3J=8.8 Hz, Ar—H), 7.21 (3 H, m, Ar—...